This data is from the Open Reaction Database (ORD), a public repository of structured organic reaction records. The task is: describe an organic reaction: reactants, conditions, products, and yield Starting materials: FC=1C=C2C(=CC=NC2=CC1)O (6-fluoro-4-hydroxyquinoline), P(=O)(Cl)(Cl)Cl (phosphorus oxychloride). The product is ClC1=CC=NC2=CC=C(C=C12)F (4-Chloro-6-fluoroquinoline). RXN SMILES: [F:1][C:2]1[CH:3]=[C:4]2[C:9](=[CH:10][CH:11]=1)[N:8]=[CH:7][CH:6]=[C:5]2O.P(Cl)(Cl)([Cl:15])=O>>[Cl:15][C:5]1[C:4]2[C:9](=[CH:10][CH:11]=[C:2]([F:1])[CH:3]=2)[N:8]=[CH:7][CH:6]=1. Reported procedure: A mixture of 52 g (0.319 mol) of 6-fluoro-4-hydroxyquinoline and 100 ml of phosphorus oxychloride was stirred and heated under reflux for 3 hr. The reaction mixture was concentrated in vacuo. A slurry of the residue in methylene chloride was poured into ice-water, and the mixture neutralized with 3N sodium hydroxide. The organic phase was separated, and the aqueous phase was extracted with 250 ml of methylene chloride twice. The organic phases were combined, washed with water, dired over sodium ... Reactants: ClCCl, C1CCNCC1, CCN=C=NCCCN(C)C, COC1=C(OC)C(=O)C(Cc2ccc(OC)c(C(=O)O)c2)=C(C)C1=O, Cl, O. Product: COC1=C(OC)C(=O)C(Cc2ccc(OC)c(C(=O)N3CCCCC3)c2)=C(C)C1=O. RXN SMILES: [CH2:19]([Cl:20])[Cl:21].[CH2:1]1[CH2:2][CH2:3][NH:4][CH2:5][CH2:6]1.[CH2:8]([N:9]=[C:10]=[N:11][CH2:12][CH2:13][CH2:14][N:15]([CH3:16])[CH3:17])[CH3:18].[CH3:22][O:23][C:24]1=[C:29]([O:30][CH3:31])[C:28](=[O:32])[C:27]([CH2:33][c:34]2[cH:35][cH:36][c:37]([O:43][CH3:44])[c:38]([C:39](=[O:40])[OH:41])[cH:42]2)=[C:26]([CH3:45])[C:25]1=[O:46].[ClH:7].[OH2:47]>>[CH2:1]1[CH2:2][CH2:3][N:4]([C:39]([c:38]2[c:37]([O:43][CH3:44])[cH:36][cH:35][c:34]([CH2:33][C:27]3=[C:26]([CH3:45])[C:25](=[O:46])[C:24]([O:23][CH3:22])=[C:29]([O:30][CH3:31])[C:28]3=[O:32])[cH:42]2)=[O:40])[CH2:5][CH2:6]1. The reactants are CS(=O)(=O)[C@@H]1[C@@H](C(N1)=O)NC(C1=CC=CC=C1)(C1=CC=CC=C1)C1=CC=CC=C1 ((3R,4R)-4-methylsulfonyl-3-tritylamino-2-oxoazetidine), [F-].C(CCC)[N+](CCCC)(CCCC)CCCC (tetra-n-butylammonium fluoride), ice water, C(C)(=O)OCC (ethyl acetate). Solvent: CN(C)C=O (DMF). Conditions: time 30 minute. Yields the product FC1[C@@H](C(N1)=O)NC(C1=CC=CC=C1)(C1=CC=CC=C1)C1=CC=CC=C1 ((3R)-4-fluoro-3-tritylamino-2-oxoazetidine). Yield: 82.7%. As a reaction SMILES: CS([C@H:5]1[NH:8][C:7](=[O:9])[C@H:6]1[NH:10][C:11]([C:24]1[CH:29]=[CH:28][CH:27]=[CH:26][CH:25]=1)([C:18]1[CH:23]=[CH:22][CH:21]=[CH:20][CH:19]=1)[C:12]1[CH:17]=[CH:16][CH:15]=[CH:14][CH:13]=1)(=O)=O.[F-:30].C([N+](CCCC)(CCCC)CCCC)CCC.C(OCC)(=O)C>CN(C=O)C>[F:30][CH:5]1[NH:8][C:7](=[O:9])[C@H:6]1[NH:10][C:11]([C:24]1[CH:29]=[CH:28][CH:27]=[CH:26][CH:25]=1)([C:18]1[CH:23]=[CH:22][CH:21]=[CH:20][CH:19]=1)[C:12]1[CH:17]=[CH:16][CH:15]=[CH:14][CH:13]=1 |f:1.2|. Procedure details: To a solution of 0.400 g of (3R,4R)-4-methylsulfonyl-3-tritylamino-2-oxoazetidine in 2 ml of DMF is added 0.590 g of tetra-n-butylammonium fluoride, and the mixture is stirred for 30 minutes at room temperature. To the reaction mixture are added ice-water and ethyl acetate. The ethyl acetate layer is separated and washed with water, followed by concentration. The residue is purified on a silica-gel column (ethyl acetate:n-hexane=1:1) to give 0.282 g of (3R)-4-fluoro-3-tritylamino-2-oxoazetidine. Reactants: Nc1c(Br)cc(Br)c2c1C(=O)c1ccccc1C2=O, O. Product: Nc1c(Br)cc(O)c2c1C(=O)c1ccccc1C2=O. As a reaction SMILES: [NH2:1][c:2]1[c:3]([Br:19])[cH:4][c:5]([Br:18])[c:6]2[c:15]1[C:14](=[O:16])[c:13]1[c:8]([cH:9][cH:10][cH:11][cH:12]1)[C:7]2=[O:17].[OH2:20]>>[NH2:1][c:2]1[c:3]([Br:19])[cH:4][c:5]([OH:20])[c:6]2[c:15]1[C:14](=[O:16])[c:13]1[c:8]([cH:9][cH:10][cH:11][cH:12]1)[C:7]2=[O:17]. The reactants are COC1=CC=C(CCl)C=C1 (4-methoxybenzyl chloride), ClC1=NC=CC=C1 (2-chloropyridine), F[Sb-](F)(F)(F)(F)F.[Na+] (sodium hexafluoroantimonate). Run in CO (methanol). The product is F[Sb-](F)(F)(F)(F)F.COC1=CC=C(C[N+]2=C(C=CC=C2)Cl)C=C1 (4-methoxybenzyl-2-chloropyridinium hexafluoroantimonate). Reaction SMILES: [CH3:1][O:2][C:3]1[CH:10]=[CH:9][C:6]([CH2:7]Cl)=[CH:5][CH:4]=1.[Cl:11][C:12]1[CH:17]=[CH:16][CH:15]=[CH:14][N:13]=1.[F:18][Sb-:19]([F:24])([F:23])([F:22])([F:21])[F:20].[Na+]>CO>[F:18][Sb-:19]([F:24])([F:23])([F:22])([F:21])[F:20].[CH3:1][O:2][C:3]1[CH:10]=[CH:9][C:6]([CH2:7][N+:13]2[CH:14]=[CH:15][CH:16]=[CH:17][C:12]=2[Cl:11])=[CH:5][CH:4]=1 |f:2.3,5.6|. Reported procedure: 4,698 g (0.03 mol) of 4-methoxybenzyl chloride and 10.22 g (0.09 mol) of 2-chloropyridine were reacted in 40 ml of methanol at 40° C. for 3 days. After the reaction, the solvent was evaporate in vacuo and ether-water was added to the residue to extract unreacted reactants in the etherial layer. To the aqueous layer containing the pyridinium chloride was added 7.764 g (0.03 mol) of sodium hexafluoroantimonate. The resulting crystals were suction filtered, washed and dried to give the title compou... The product is C1(=CC=CC=C1)C1=CC=C(CP(O)(O)=O)C=C1 (4-phenylbenzylphosphonic acid). Reaction SMILES: [C:1]1([C:7]2[CH:21]=[CH:20][C:10]([CH2:11][P:12](=[O:19])([O:16]CC)[O:13]CC)=[CH:9][CH:8]=2)[CH:6]=[CH:5][CH:4]=[CH:3][CH:2]=1>Cl>[C:1]1([C:7]2[CH:21]=[CH:20][C:10]([CH2:11][P:12](=[O:13])([OH:19])[OH:16])=[CH:9][CH:8]=2)[CH:2]=[CH:3][CH:4]=[CH:5][CH:6]=1. The solvent is Cl (hydrochloric acid). Yield: 16.8%. Starting materials: C1(=CC=CC=C1)C1=CC=C(CP(OCC)(OCC)=O)C=C1 (diethyl 4-phenylbenzylphosphonate). Reported procedure: A vigorously stirred suspension of 3.5 g (12 mmol) of diethyl 4-phenylbenzylphosphonate in 35 ml of concentrated hydrochloric acid was refluxed for 45 hours and cooled to room temperature. The solids were filtered, washed with water and then recrystallized from EtOH to give 0.5 g of product; m.p. 246°-248° C. Reactants: Oc1ccccc1C=Nc1cc(Br)c(F)cc1F, CS(C)=O, [K+], [K+], O=C([O-])[O-], C1COCCOCCOCCOCCOCCO1, O. The product is Fc1cc2c(cc1Br)N=Cc1ccccc1O2. As a reaction SMILES: [Br:1][c:2]1[c:3]([F:18])[cH:4][c:5]([F:17])[c:6]([N:8]=[CH:9][c:10]2[c:11]([OH:16])[cH:12][cH:13][cH:14][cH:15]2)[cH:7]1.[CH3:44][S:45]([CH3:46])=[O:47].[K+:19].[K+:20].[O-:21][C:22]([O-:23])=[O:24].[O:25]1[CH2:26][CH2:27][O:28][CH2:29][CH2:30][O:31][CH2:32][CH2:33][O:34][CH2:35][CH2:36][O:37][CH2:38][CH2:39][O:40][CH2:41][CH2:42]1.[OH2:43]>>[Br:1][c:2]1[c:3]([F:18])[cH:4][c:5]2[c:6]([cH:7]1)[N:8]=[CH:9][c:10]1[c:11]([cH:12][cH:13][cH:14][cH:15]1)[O:16]2.